Dataset: the Open Reaction Database (ORD), a public repository of structured organic reaction records. Task: describe an organic reaction: reactants, conditions, products, and yield Reactants: IC1=CC=C2C=C(C(OC2=C1)C(F)(F)F)C(=O)OCC (Ethyl 7-iodo-2-(trifluoromethyl)-2H-chromene-3-carboxylate), C(=O)([O-])[O-].[Cs+].[Cs+] (Cs2CO3), N1CCCC1 (pyrrolidine), P(C(C)(C)C)(C(C)(C)C)C(C)(C)C (P(t-Bu)3). Reagents/catalysts: CC(=O)[O-].CC(=O)[O-].[Pd+2] (Pd(OAc)2). Solvent: C1(=CC=CC=C1)C (toluene), CCCCCC (hexane). Reaction conditions: temperature 75 celsius. Yields the product N1(CCCC1)C1=CC=C2C=C(C(OC2=C1)C(F)(F)F)C(=O)OCC (ethyl 7-pyrrolidin-1-yl-2-(trifluoromethyl)-2H-chromene-3-carboxylate). The yield is 79.0%. Reaction SMILES: I[C:2]1[CH:11]=[C:10]2[C:5]([CH:6]=[C:7]([C:16]([O:18][CH2:19][CH3:20])=[O:17])[CH:8]([C:12]([F:15])([F:14])[F:13])[O:9]2)=[CH:4][CH:3]=1.P(C(C)(C)C)(C(C)(C)C)C(C)(C)C.C([O-])([O-])=O.[Cs+].[Cs+].[NH:40]1[CH2:44][CH2:43][CH2:42][CH2:41]1>C1(C)C=CC=CC=1.CCCCCC.CC([O-])=O.CC([O-])=O.[Pd+2]>[N:40]1([C:2]2[CH:11]=[C:10]3[C:5]([CH:6]=[C:7]([C:16]([O:18][CH2:19][CH3:20])=[O:17])[CH:8]([C:12]([F:15])([F:14])[F:13])[O:9]3)=[CH:4][CH:3]=2)[CH2:44][CH2:43][CH2:42][CH2:41]1 |f:2.3.4,8.9.10|. Reported procedure: Ethyl 7-iodo-2-(trifluoromethyl)-2H-chromene-3-carboxylate (0.40 g, 1.0 mmol), was dissolved in 3 mL toluene, followed by the addition of Pd(OAc)2 (23 mg), P(t-Bu)3, 10 wt % in hexane (0.21 g), Cs2CO3 (0.56 g, 1.7 mmol) and pyrrolidine (0.10 g, 1.4 mmol), in a sealed tube flushed with argon, and stirred vigorously while heating to 75° C. for 21 hours. The reaction was cooled, filtered, and stripped, leaving a dark red-orange oil, which was purified by flash chromatography, which gave ethyl 7-pyr... Starting materials: BrC=1C(=NC=C(C(=O)NC2=CC=C(C=C2)OC(F)(F)F)C1)N1C[C@H](CC1)CO ((S)-5-bromo-6-(3-(hydroxymethyl)pyrrolidin-1-yl)-N-(4-(trifluoromethoxy)phenyl)nicotinamide), CC1(OB(OC1(C)C)C=1C=NC(=NC1)C#N)C (5-(4,4,5,5-tetramethyl-1,3,2-dioxaborolan-2-yl)pyrimidine-2-carbonitrile). Reaction SMILES: Br[C:2]1[C:3]([N:22]2[CH2:26][CH2:25][C@H:24]([CH2:27][OH:28])[CH2:23]2)=[N:4][CH:5]=[C:6]([CH:21]=1)[C:7]([NH:9][C:10]1[CH:15]=[CH:14][C:13]([O:16][C:17]([F:20])([F:19])[F:18])=[CH:12][CH:11]=1)=[O:8].CC1(C)C(C)(C)OB([C:37]2[CH:38]=[N:39][C:40]([C:43]#[N:44])=[N:41][CH:42]=2)O1>>[C:43]([C:40]1[N:41]=[CH:42][C:37]([C:2]2[C:3]([N:22]3[CH2:26][CH2:25][C@H:24]([CH2:27][OH:28])[CH2:23]3)=[N:4][CH:5]=[C:6]([CH:21]=2)[C:7]([NH:9][C:10]2[CH:15]=[CH:14][C:13]([O:16][C:17]([F:19])([F:18])[F:20])=[CH:12][CH:11]=2)=[O:8])=[CH:38][N:39]=1)#[N:44]. Procedure: The title compound was prepared in an analogous fashion to that described in Example 75 using (S)-5-bromo-6-(3-(hydroxymethyl)pyrrolidin-1-yl)-N-(4-(trifluoromethoxy)phenyl)nicotinamide (Stage 78.1) and 5-(4,4,5,5-tetramethyl-1,3,2-dioxaborolan-2-yl)pyrimidine-2-carbonitrile to afford a yellow solid. UPLC-MS (condition 1) tR=2.54 min, m/z=485.0 [M+H]+, m/z=4831.1 [M−H]−; 1H-NMR (400 MHz, DMSO-d6) δ ppm 1.55-1.67 (m, 1H) 1.82-1.93 (m, 1H) 2.21-2.30 (m, 1H) 2.98 (dd, J=11.00, 7.09 Hz, 1H) 3.14-3.3... The product is C(#N)C1=NC=C(C=N1)C=1C(=NC=C(C(=O)NC2=CC=C(C=C2)OC(F)(F)F)C1)N1C[C@H](CC1)CO ((S)-5-(2-Cyanopyrimidin-5-yl)-6-(3-(hydroxymethyl)pyrrolidin-1-yl)-N-(4-(trifluoromethoxy)phenyl)nicotinamide). The reactants are C(C)(C)(C)[Si](OCC[C@H](C)N)(C)C (3-(tert-butyl-dimethyl-silanoxy)-1-(S)-methylpropylamine), COC(=O)C=1SC(=CC1I)C#CC(C)(C)C (5-(3,3-dimethyl-but-1ynyl)-3-iodo-thiophene-2-carboxylic acid methyl ester), C=1C=CC(=CC1)P(C=2C=CC=CC2)C3=CC=C4C=CC=CC4=C3C5=C6C=CC=CC6=CC=C5P(C=7C=CC=CC7)C=8C=CC=CC8 (BINAP). Reported procedure: An argon purged flask was charged with 3-(tert-butyl-dimethyl-silanoxy)-1-(S)-methylpropylamine (3.50 g, 17.24 mmol), 5-(3,3-dimethyl-but-1ynyl)-3-iodo-thiophene-2-carboxylic acid methyl ester (3.0 g, 8.62 mmol), Pd(OAc)2 (288 mg, 1.29 mmol), and ±-BINAP 801 mg, 1.29 mmol). Argon degassed toluene (90 mL) was add to the reaction mixture and the reaction was placed in a preheated 120° C. oil bath and stirred for 16 h. The solvent was removed under reduced pressure and taken up in hexanes. 3-[3-(te... Reaction conditions: time 16 hour. The reagents and catalysts are CC(=O)[O-].CC(=O)[O-].[Pd+2] (Pd(OAc)2). RXN SMILES: [C:1]([Si:5]([CH3:13])([CH3:12])[O:6][CH2:7][CH2:8][C@@H:9]([NH2:11])[CH3:10])([CH3:4])([CH3:3])[CH3:2].[CH3:14][O:15][C:16]([C:18]1[S:19][C:20]([C:24]#[C:25][C:26]([CH3:29])([CH3:28])[CH3:27])=[CH:21][C:22]=1I)=[O:17].C1C=CC(P(C2C(C3C(P(C4C=CC=CC=4)C4C=CC=CC=4)=CC=C4C=3C=CC=C4)=C3C(C=CC=C3)=CC=2)C2C=CC=CC=2)=CC=1>CC([O-])=O.CC([O-])=O.[Pd+2]>[CH3:14][O:15][C:16]([C:18]1[S:19][C:20]([C:24]#[C:25][C:26]([CH3:29])([CH3:28])[CH3:27])=[CH:21][C:22]=1[NH:11][C@@H:9]([CH3:10])[CH2:8][CH2:7][O:6][Si:5]([C:1]([CH3:3])([CH3:2])[CH3:4])([CH3:13])[CH3:12])=[O:17] |f:3.4.5|. Product: COC(=O)C=1SC(=CC1N[C@H](CCO[Si](C)(C)C(C)(C)C)C)C#CC(C)(C)C (3-[3-(tert-butly-dimethyl-silanoxy)-1-(S)-methyl-propylamino]-5-(3,3-dimethyl-but-1-ynyl)thiophene-2-carboxylic acid methyl ester). Starting materials: CN(C(=O)C=1C=NC2=CC=C(C=C2C1OC)I)C (6-iodo-4-methoxy-quinoline-3-carboxylic acid dimethylamide), C1(=CC=CC=C1)C(CCP)C1=CC=CC=C1 (diphenylpropylphosphine), CN(C=O)C (N,N-dimethylformamide), C(CCCCC)[SiH](CCCCCC)CCCCCC (trihexylsilane). Reagents/catalysts: C(C)(=O)[O-].[Pd+2].C(C)(=O)[O-] (palladium(II) acetate). Run at time 10 minute. The product is CN(C(=O)C=1C=NC2=CC=C(C=C2C1OC)C=O)C (6-formyl-4-methoxy-quinoline-3-carboxylic acid dimethylamide). Reaction SMILES: [CH3:1][N:2]([CH3:18])[C:3]([C:5]1[CH:6]=[N:7][C:8]2[C:13]([C:14]=1[O:15][CH3:16])=[CH:12][C:11](I)=[CH:10][CH:9]=2)=[O:4].C1(C(C2C=CC=CC=2)CCP)C=CC=CC=1.C([SiH](CCCCCC)CCCCCC)CCCCC.CN(C)[CH:56]=[O:57]>C([O-])(=O)C.[Pd+2].C([O-])(=O)C>[CH3:1][N:2]([CH3:18])[C:3]([C:5]1[CH:6]=[N:7][C:8]2[C:13]([C:14]=1[O:15][CH3:16])=[CH:12][C:11]([CH:56]=[O:57])=[CH:10][CH:9]=2)=[O:4] |f:4.5.6|. Reported procedure: A mixture of 6-iodo-4-methoxy-quinoline-3-carboxylic acid dimethylamide (example 10b) (1.27 g, 3.57 mmol), trethylamine (1.23 mL, 8.93 mmol), diphenylpropylphosphine (dpp, 81 uL, 0.36 mmol) and palladium(II) acetate (80 mg, 0.36 mmol) in dry N,N-dimethylformamide (20 mL) in pressure tube was stirred under carbon monoxide at 75 psi at room temperature for 10 min. After addition of trihexylsilane (2.54 mL, 7.14 mmol), the mixture was then stirred under carbon monoxide at 75 psi at 80° C. for 3 h. ... Starting materials: COc1ccccc1COCCCOc1ccc(C2CCN(C(=O)OC(C)(C)C)CC2OCCOc2ccccc2CCOS(=O)(=O)c2ccc(C)cc2)cc1, O=C1CCCN1. Product: COc1ccccc1COCCCOc1ccc(C2CCN(C(=O)OC(C)(C)C)CC2OCCOc2ccccc2CCN2CCCC2=O)cc1. As a reaction SMILES: [CH3:1][O:2][c:3]1[c:4]([CH2:5][O:6][CH2:7][CH2:8][CH2:9][O:10][c:11]2[cH:12][cH:13][c:14]([CH:17]3[CH:18]([O:30][CH2:31][CH2:32][O:33][c:34]4[c:35]([CH2:40][CH2:41][O:42][S:43]([c:44]5[cH:45][cH:46][c:47]([CH3:48])[cH:49][cH:50]5)(=[O:51])=[O:52])[cH:36][cH:37][cH:38][cH:39]4)[CH2:19][N:20]([C:23](=[O:24])[O:25][C:26]([CH3:27])([CH3:28])[CH3:29])[CH2:21][CH2:22]3)[cH:15][cH:16]2)[cH:53][cH:54][cH:55][cH:56]1.[O:57]=[C:58]1[CH2:59][CH2:60][CH2:61][NH:62]1>>[CH3:1][O:2][c:3]1[c:4]([CH2:5][O:6][CH2:7][CH2:8][CH2:9][O:10][c:11]2[cH:12][cH:13][c:14]([CH:17]3[CH:18]([O:30][CH2:31][CH2:32][O:33][c:34]4[c:35]([CH2:40][CH2:41][N:62]5[C:58](=[O:57])[CH2:59][CH2:60][CH2:61]5)[cH:36][cH:37][cH:38][cH:39]4)[CH2:19][N:20]([C:23](=[O:24])[O:25][C:26]([CH3:27])([CH3:28])[CH3:29])[CH2:21][CH2:22]3)[cH:15][cH:16]2)[cH:53][cH:54][cH:55][cH:56]1.